describe an organic reaction: reactants, conditions, products, and yield From a dataset of the Open Reaction Database (ORD), a public repository of structured organic reaction records. Reactants: C1=CN(C=N1)C(=O)N2C=CN=C2 (CDI), BrC1=CC(=C(O[C@H]([C@H](CCC)C2=CC=C(C(=O)O)C=C2)C2=CC=C(C=C2)Cl)C=C1)C#N (4-{(1R)-1-[(R)-(4-Bromo-2-cyanophenoxy)(4-chlorophenyl)methyl]butyl}benzoic acid), Cl.C(C)OC(CCN)=O (β-alanine ethyl ester hydrochloride). Solvent: CCOC(=O)C (EtOAc), C1CCOC1 (THF). Run at time 1 hour. The product is BrC1=CC(=C(O[C@H]([C@H](CCC)C2=CC=C(C(=O)NCCC(=O)OCC)C=C2)C2=CC=C(C=C2)Cl)C=C1)C#N (Ethyl N-(4-{(1R)-1-[(R)-(4-bromo-2-cyanophenoxy)(4-chlorophenyl)methyl]butyl}benzoyl)-β-alaninate). Reaction SMILES: [Br:1][C:2]1[CH:29]=[CH:28][C:5]([O:6][C@@H:7]([C:21]2[CH:26]=[CH:25][C:24]([Cl:27])=[CH:23][CH:22]=2)[C@@H:8]([C:12]2[CH:20]=[CH:19][C:15]([C:16](O)=[O:17])=[CH:14][CH:13]=2)[CH2:9][CH2:10][CH3:11])=[C:4]([C:30]#[N:31])[CH:3]=1.C1N=CN(C(N2C=NC=C2)=O)C=1.Cl.[CH2:45]([O:47][C:48](=[O:52])[CH2:49][CH2:50][NH2:51])[CH3:46]>C1COCC1.CCOC(C)=O>[Br:1][C:2]1[CH:29]=[CH:28][C:5]([O:6][C@@H:7]([C:21]2[CH:22]=[CH:23][C:24]([Cl:27])=[CH:25][CH:26]=2)[C@@H:8]([C:12]2[CH:20]=[CH:19][C:15]([C:16]([NH:51][CH2:50][CH2:49][C:48]([O:47][CH2:45][CH3:46])=[O:52])=[O:17])=[CH:14][CH:13]=2)[CH2:9][CH2:10][CH3:11])=[C:4]([C:30]#[N:31])[CH:3]=1 |f:2.3|. Reported procedure: The product from step A was dissolved in THF (10 mL) then CDI (1.018 g, 6.28 mmol) was added. After being stirred for one hour, β-alanine ethyl ester hydrochloride (560 mg, 6.28 mmol) was added, then the mixture was stirred overnight at RT. The mixture was diluted with EtOAc then washed with water then brine. The organic layer was dried over MgSO4, filtered, then concentrated. The resulting residue was purified by silica gel chromatography to afford the title compound. 1H NMR (500 MHz, CD3OD): δ... Starting materials: Cc1ccccc1, CC(C)(C)[O-], CC(=O)O, COC(=O)c1ccc(I)cc1Nc1ccc(F)cc1, NCc1ccccc1, [Na+], O=C(C=Cc1ccccc1)C=Cc1ccccc1, O=C(C=Cc1ccccc1)C=Cc1ccccc1, O=C(C=Cc1ccccc1)C=Cc1ccccc1, [Pd], [Pd]. Product: COC(=O)c1ccc(NCc2ccccc2)cc1Nc1ccc(F)cc1. Reaction SMILES: [CH3:1][c:2]1[cH:3][cH:4][cH:5][cH:6][cH:7]1.[CH3:35][C:36]([CH3:37])([O-:38])[CH3:39].[CH3:97][C:98](=[O:99])[OH:100].[F:8][c:9]1[cH:10][cH:11][c:12]([NH:13][c:14]2[c:15]([C:16](=[O:17])[O:18][CH3:19])[cH:20][cH:21][c:22]([I:24])[cH:23]2)[cH:25][cH:26]1.[NH2:27][CH2:28][c:29]1[cH:30][cH:31][cH:32][cH:33][cH:34]1.[Na+:40].[O:43]=[C:44]([CH:45]=[CH:46][c:47]1[cH:48][cH:49][cH:50][cH:51][cH:52]1)[CH:53]=[CH:54][c:55]1[cH:56][cH:57][cH:58][cH:59][cH:60]1.[O:61]=[C:62]([CH:63]=[CH:64][c:65]1[cH:66][cH:67][cH:68][cH:69][cH:70]1)[CH:71]=[CH:72][c:73]1[cH:74][cH:75][cH:76][cH:77][cH:78]1.[O:79]=[C:80]([CH:81]=[CH:82][c:83]1[cH:84][cH:85][cH:86][cH:87][cH:88]1)[CH:89]=[CH:90][c:91]1[cH:92][cH:93][cH:94][cH:95][cH:96]1.[Pd:41].[Pd:42]>>[F:8][c:9]1[cH:10][cH:11][c:12]([NH:13][c:14]2[c:15]([C:16](=[O:17])[O:18][CH3:19])[cH:20][cH:21][c:22]([NH:27][CH2:28][c:29]3[cH:30][cH:31][cH:32][cH:33][cH:34]3)[cH:23]2)[cH:25][cH:26]1.